From a dataset of the Open Reaction Database (ORD), a public repository of structured organic reaction records. describe an organic reaction: reactants, conditions, products, and yield Reactants: CCOP(=O)(CC#N)OCC, Cc1nc2ccc3c(c2o1)C(=O)CC3, [Cl-], [H-], [NH4+], [Na+], C1CCOC1. Product: Cc1nc2ccc3c(c2o1)C(=CC#N)CC3. Reaction SMILES: [C:3](#[N:4])[CH2:5][P:6](=[O:7])([O:8][CH2:9][CH3:10])[O:11][CH2:12][CH3:13].[CH3:14][c:15]1[o:16][c:17]2[c:18]([n:19]1)[cH:20][cH:21][c:22]1[c:26]2[C:25](=[O:27])[CH2:24][CH2:23]1.[Cl-:28].[H-:1].[NH4+:29].[Na+:2].[O:30]1[CH2:31][CH2:32][CH2:33][CH2:34]1>>[C:3](#[N:4])[CH:5]=[C:25]1[CH2:24][CH2:23][c:22]2[cH:21][cH:20][c:18]3[c:17]([o:16][c:15]([CH3:14])[n:19]3)[c:26]21. The reactants are C(C)NC=1C=C(C=CC1C)O (3-(ethylamino)-4-methylphenol), C(=O)C1=CC=C(OCC(=O)O)C=C1 (2-(4-formylphenoxy)acetic acid), C(=O)C1=CC=C(OCCCCC(=O)O)C=C1 (5-(4-formylphenoxy)pentanoic acid), C(C)N1C(C=C(C2=CC=C(C=C12)O)C)(C)C (1-ethyl-2,2,4-trimethyl-1,2-dihydroquinolin-7-ol). The solvent is CO (methanol), CO (methanol). Yields the product C(C)NC=1C(=CC=2C(=C3C=C(\C(\C=C3OC2C1)=N/CC)C)C1=CC=C(OCCCCC(=O)O)C=C1)C ((Z)-5-(4-(3-(ethylamino)-6-(ethylimino)-2,7-dimethyl-6H-xanthen-9-yl)phenoxy)pentanoic acid). Isolated yield 17.0%. RXN SMILES: [CH2:1]([NH:3][C:4]1[CH:5]=[C:6]([OH:11])[CH:7]=[CH:8][C:9]=1[CH3:10])[CH3:2].[CH:12]([C:14]1[CH:27]=[CH:26][C:17]([O:18][CH2:19][CH2:20][CH2:21][CH2:22][C:23]([OH:25])=[O:24])=[CH:16][CH:15]=1)=O.[CH2:28]([N:30]1[C:39]2[C:34](=[CH:35][CH:36]=[C:37](O)[CH:38]=2)[C:33](C)=CC1(C)C)[CH3:29].C(C1C=CC(OCC(O)=O)=CC=1)=O>CO>[CH2:1]([NH:3][C:4]1[C:9]([CH3:10])=[CH:8][C:7]2[C:12]([C:14]3[CH:27]=[CH:26][C:17]([O:18][CH2:19][CH2:20][CH2:21][CH2:22][C:23]([OH:25])=[O:24])=[CH:16][CH:15]=3)=[C:36]3[C:37]([O:11][C:6]=2[CH:5]=1)=[CH:38]/[C:39](=[N:30]/[CH2:28][CH3:29])/[C:34]([CH3:33])=[CH:35]3)[CH3:2]. Procedure details: Dye 10 (shown below) was prepared using the procedure described in Example 4 except that 3-(ethylamino)-4-methylphenol and 5-(4-formylphenoxy)pentanoic acid substituted for 1-ethyl-2,2,4-trimethyl-1,2-dihydroquinolin-7-ol and 2-(4-formylphenoxy)acetic acid. Yield: 17%. λabs=524 nm (in methanol), λem=541 nm (in methanol). Reactants: C(=O)([O-])[O-].[K+].[K+] (K2CO3), O (water), C(#N)C=1C(NN=C(C1C1=CC=CC=C1)C1=CC=CC=C1)=O (4-Cyano-5,6-diphenyl-3-(2H)-pyridazinone), [Na+].BrCCS(=O)(=O)[O-] (2-bromoethane sulfonic acid sodium salt), 6-ether. The reagents and catalysts are 18. The solvent is CN(C)C=O (DMF). Reaction conditions: temperature 110 celsius. The product is O.C(#N)C1=C(C(=NN(C1=O)CCS(=O)(=O)O)C1=CC=CC=C1)C1=CC=CC=C1 (2-(5-Cyano-3,4-diphenyl-6-oxo-1,6-dihydropyridazin-1-yl) ethyl sulfonic acid hydrate). Yield: 50.1%. Reaction SMILES: [C:1]([C:3]1[C:4](=[O:21])[NH:5][N:6]=[C:7]([C:15]2[CH:20]=[CH:19][CH:18]=[CH:17][CH:16]=2)[C:8]=1[C:9]1[CH:14]=[CH:13][CH:12]=[CH:11][CH:10]=1)#[N:2].C([O-])([O-])=O.[K+].[K+].O.[Na+].Br[CH2:31][CH2:32][S:33]([O-:36])(=[O:35])=[O:34]>CN(C=O)C>[OH2:21].[C:1]([C:3]1[C:4](=[O:21])[N:5]([CH2:31][CH2:32][S:33]([OH:36])(=[O:35])=[O:34])[N:6]=[C:7]([C:15]2[CH:20]=[CH:19][CH:18]=[CH:17][CH:16]=2)[C:8]=1[C:9]1[CH:14]=[CH:13][CH:12]=[CH:11][CH:10]=1)#[N:2] |f:1.2.3,5.6,8.9|. Procedure details: 7.5 grams (0.027 mole) of the product of Example 1 was caused to react with 3.79 grams of K2CO3 in the least amount of water along with 200 mls of DMF. To this mixture was added 5 drops of 18 crown-6-ether. Into this solution was added 5.79 grams (0.027 mole) of 2-bromoethane sulfonic acid sodium salt and the mixture heated to 110° C. for 3 hours. The solution was filtered and the filtrate was distilled at reduced pressure. The residual solid was dissolved in excess water and poured into conc. h... The reactants are ClC=1C=C(C=C(C1C[C@H]1C(N(CC1)N1CCC(CC1)O[Si](C(C)C)(C(C)C)C(C)C)=O)Cl)C1=CC=C(C=C1)C(=O)O ((R)-3′,5′-dichloro-4′-[2-oxo-1-(4-triisopropylsilanyloxy-piperidin-1-yl)-pyrrolidin-3-ylmethyl]-biphenyl-4-carboxylic acid), C(=O)(N1C=NC=C1)N1C=NC=C1 (1,1′-carbonyldiimidazole), Cl.FC1(CCNCC1)F (4,4-difluoropiperidine hydrochloride), C(C)(C)N(CC)C(C)C (diisopropylethylamine). The solvent is hexanes, C(C)(=O)OCC (ethyl acetate), C(Cl)Cl (CH2Cl2). Reaction conditions: time 1 hour. Product: ClC=1C=C(C=C(C1C[C@H]1C(N(CC1)N1CCC(CC1)O[Si](C(C)C)(C(C)C)C(C)C)=O)Cl)C1=CC=C(C=C1)C(=O)N1CCC(CC1)(F)F ((R)-3-[3,5-Dichloro-4′-(4,4-difluoro-piperidine-1-carbonyl)-biphenyl-4-ylmethyl]-1-(4-triisopropylsilanyloxy-piperidin-1-yl)-pyrrolidin-2-one). Yield: 81.5%. RXN SMILES: [Cl:1][C:2]1[CH:3]=[C:4]([C:33]2[CH:38]=[CH:37][C:36]([C:39]([OH:41])=O)=[CH:35][CH:34]=2)[CH:5]=[C:6]([Cl:32])[C:7]=1[CH2:8][C@@H:9]1[CH2:13][CH2:12][N:11]([N:14]2[CH2:19][CH2:18][CH:17]([O:20][Si:21]([CH:28]([CH3:30])[CH3:29])([CH:25]([CH3:27])[CH3:26])[CH:22]([CH3:24])[CH3:23])[CH2:16][CH2:15]2)[C:10]1=[O:31].C(N1C=CN=C1)(N1C=CN=C1)=O.Cl.[F:55][C:56]1([F:62])[CH2:61][CH2:60][NH:59][CH2:58][CH2:57]1.C(N(C(C)C)CC)(C)C>C(Cl)Cl.C(OCC)(=O)C>[Cl:32][C:6]1[CH:5]=[C:4]([C:33]2[CH:34]=[CH:35][C:36]([C:39]([N:59]3[CH2:60][CH2:61][C:56]([F:62])([F:55])[CH2:57][CH2:58]3)=[O:41])=[CH:37][CH:38]=2)[CH:3]=[C:2]([Cl:1])[C:7]=1[CH2:8][C@@H:9]1[CH2:13][CH2:12][N:11]([N:14]2[CH2:15][CH2:16][CH:17]([O:20][Si:21]([CH:25]([CH3:26])[CH3:27])([CH:22]([CH3:24])[CH3:23])[CH:28]([CH3:29])[CH3:30])[CH2:18][CH2:19]2)[C:10]1=[O:31] |f:2.3|. Reported procedure: Treat a solution of (R)-3′,5′-dichloro-4′-[2-oxo-1-(4-triisopropylsilanyloxy-piperidin-1-yl)-pyrrolidin-3-ylmethyl]-biphenyl-4-carboxylic acid (4.0 g, 6.45 mmol) in CH2Cl2 (40 mL) with 1,1′-carbonyldiimidazole (2.09 g, 12.91 mmol) and stir for 1 hour at room temperature. Treat the reaction with 4,4-difluoropiperidine hydrochloride (1.53 g, 9.68 mmol) and diisopropylethylamine (1.69 g, 9.68 mmol) and stir for 12 hours at room temperature. Load the mixture on silica gel column and flash with 25% t... Starting materials: CC(NC(=O)N(C)Cc1coc(C(C)C)n1)C(=O)O, CO, ClCCl, NC(Cc1ccccc1)CC(O)C(Cc1ccccc1)NC(=O)OCc1ccno1. Yields the product CC(NC(=O)N(C)Cc1coc(C(C)C)n1)C(=O)NC(Cc1ccccc1)CC(O)C(Cc1ccccc1)NC(=O)OCc1ccno1. Reaction SMILES: [CH3:1][N:2]([CH2:3][c:4]1[n:5][c:6]([CH:9]([CH3:10])[CH3:11])[o:7][cH:8]1)[C:12](=[O:13])[NH:14][CH:15]([CH3:16])[C:17](=[O:18])[OH:19].[CH3:53][OH:54].[Cl:50][CH2:51][Cl:52].[NH2:20][CH:21]([CH2:22][CH:23]([CH:24]([CH2:25][c:26]1[cH:27][cH:28][cH:29][cH:30][cH:31]1)[NH:32][C:33](=[O:34])[O:35][CH2:36][c:37]1[cH:38][cH:39][n:40][o:41]1)[OH:42])[CH2:43][c:44]1[cH:45][cH:46][cH:47][cH:48][cH:49]1>>[CH3:1][N:2]([CH2:3][c:4]1[n:5][c:6]([CH:9]([CH3:10])[CH3:11])[o:7][cH:8]1)[C:12](=[O:13])[NH:14][CH:15]([CH3:16])[C:17](=[O:19])[NH:20][CH:21]([CH2:22][CH:23]([CH:24]([CH2:25][c:26]1[cH:27][cH:28][cH:29][cH:30][cH:31]1)[NH:32][C:33](=[O:34])[O:35][CH2:36][c:37]1[cH:38][cH:39][n:40][o:41]1)[OH:42])[CH2:43][c:44]1[cH:45][cH:46][cH:47][cH:48][cH:49]1. RXN SMILES: [CH3:23][N:24]([CH3:25])[CH:26]=[O:27].[Cl:13][c:14]1[n:15][cH:16][c:17]([C:18]#[N:19])[cH:20][cH:21]1.[ClH:22].[H-:1].[Na+:2].[SH:3][c:4]1[cH:5][c:6]([C:7](=[O:8])[OH:9])[cH:10][cH:11][cH:12]1>>[S:3]([c:4]1[cH:5][c:6]([C:7](=[O:8])[OH:9])[cH:10][cH:11][cH:12]1)[c:14]1[n:15][cH:16][c:17]([C:18]#[N:19])[cH:20][cH:21]1. Starting materials: CN(C)C=O, N#Cc1ccc(Cl)nc1, Cl, [H-], [Na+], O=C(O)c1cccc(S)c1. Yields the product N#Cc1ccc(Sc2cccc(C(=O)O)c2)nc1.